This data is from the Open Reaction Database (ORD), a public repository of structured organic reaction records. The task is: describe an organic reaction: reactants, conditions, products, and yield Starting materials: C(C)OC(=O)NC=1C=C(C(=O)O)C=CC1 (3-ethoxycarbonylaminobenzoic acid), N,N'-carbonyldiimidazole, NC1=NC2=NC(=CC=C2C=C1)OC (2-amino-7-methoxy-1,8-naphthyridine). Run in O (water). Product: COC1=CC=C2C=CC(=NC2=N1)NC(C1=CC(=CC=C1)NC(=O)OCC)=O (N-(7-methoxy-1,8-naphthyridin-2-yl)-3-ethoxycarbonylaminobenzamide). Isolated yield 58.7%. As a reaction SMILES: [CH2:1]([O:3][C:4]([NH:6][C:7]1[CH:8]=[C:9]([CH:13]=[CH:14][CH:15]=1)[C:10]([OH:12])=O)=[O:5])[CH3:2].[NH2:16][C:17]1[CH:26]=[CH:25][C:24]2[C:19](=[N:20][C:21]([O:27][CH3:28])=[CH:22][CH:23]=2)[N:18]=1>O>[CH3:28][O:27][C:21]1[N:20]=[C:19]2[C:24]([CH:25]=[CH:26][C:17]([NH:16][C:10](=[O:12])[C:9]3[CH:13]=[CH:14][CH:15]=[C:7]([NH:6][C:4]([O:3][CH2:1][CH3:2])=[O:5])[CH:8]=3)=[N:18]2)=[CH:23][CH:22]=1. Procedure details: The procedure is similar to that described in Example 2, but starting with 3-ethoxycarbonylaminobenzoic acid (10 g), N,N'-carbonyldiimidazole (7.6 g) and 2-amino-7-methoxy-1,8-naphthyridine (5.95 g). The reaction mixture is then poured into water (1000 cc) and the precipitate formed is separated by filtration, washed with water (10 cc) and dried in the air. On recrystallization in ethyl acetate (100 cc) of the product thereby obtained, N-(7-methoxy-1,8-naphthyridin-2-yl)-3-ethoxycarbonylaminoben... Reactants: CCCCC(=O)Cl, CN(C)c1ccncc1, CCCCc1nn(-c2cc(N)ccc2Cl)c(=O)n1Cc1ccc(-c2ccccc2S(=O)(=O)NC(=O)OC(C)(C)C)cc1, c1ccncc1. Yields the product CCCCC(=O)Nc1ccc(Cl)c(-n2nc(CCCC)n(Cc3ccc(-c4ccccc4S(=O)(=O)NC(=O)OC(C)(C)C)cc3)c2=O)c1. Reaction SMILES: [C:43]([CH2:44][CH2:45][CH2:46][CH3:47])(=[O:48])[Cl:49].[CH3:50][N:51]([CH3:52])[c:53]1[cH:54][cH:55][n:56][cH:57][cH:58]1.[NH2:1][c:2]1[cH:3][cH:4][c:5]([Cl:42])[c:6](-[n:8]2[n:9][c:10]([CH2:38][CH2:39][CH2:40][CH3:41])[n:11]([CH2:14][c:15]3[cH:16][cH:17][c:18](-[c:21]4[c:22]([S:27]([NH:28][C:29](=[O:30])[O:31][C:32]([CH3:33])([CH3:34])[CH3:35])(=[O:36])=[O:37])[cH:23][cH:24][cH:25][cH:26]4)[cH:19][cH:20]3)[c:12]2=[O:13])[cH:7]1.[cH:59]1[cH:60][cH:61][n:62][cH:63][cH:64]1>>[NH:1]([c:2]1[cH:3][cH:4][c:5]([Cl:42])[c:6](-[n:8]2[n:9][c:10]([CH2:38][CH2:39][CH2:40][CH3:41])[n:11]([CH2:14][c:15]3[cH:16][cH:17][c:18](-[c:21]4[c:22]([S:27]([NH:28][C:29](=[O:30])[O:31][C:32]([CH3:33])([CH3:34])[CH3:35])(=[O:36])=[O:37])[cH:23][cH:24][cH:25][cH:26]4)[cH:19][cH:20]3)[c:12]2=[O:13])[cH:7]1)[C:43]([CH2:44][CH2:45][CH2:46][CH3:47])=[O:48]. Reactants: CC(C)(C)OC(=O)Cc1ccc2ncccc2c1F, [Na+], [OH-]. Yields the product COC(=O)Cc1ccc2ncccc2c1F. Reaction SMILES: [C:1]([CH3:2])([CH3:3])([CH3:4])[O:5][C:6]([CH2:7][c:8]1[c:9]([F:18])[c:10]2[cH:11][cH:12][cH:13][n:14][c:15]2[cH:16][cH:17]1)=[O:19].[Na+:21].[OH-:20]>>[CH3:1][O:5][C:6]([CH2:7][c:8]1[c:9]([F:18])[c:10]2[cH:11][cH:12][cH:13][n:14][c:15]2[cH:16][cH:17]1)=[O:19]. Starting materials: CCOC(=O)c1c(-c2ccc(F)cc2)noc1C, CCO, [Na+], [OH-]. Yields the product Cc1onc(-c2ccc(F)cc2)c1C(=O)O. As a reaction SMILES: [CH2:1]([CH3:2])[O:3][C:4](=[O:5])[c:6]1[c:7](-[c:12]2[cH:13][cH:14][c:15]([F:18])[cH:16][cH:17]2)[n:8][o:9][c:10]1[CH3:11].[CH3:21][CH2:22][OH:23].[Na+:20].[OH-:19]>>[O:3]=[C:4]([OH:5])[c:6]1[c:7](-[c:12]2[cH:13][cH:14][c:15]([F:18])[cH:16][cH:17]2)[n:8][o:9][c:10]1[CH3:11]. The reactants are BrC1=CSC=2N=CN=C(C21)Cl (5-bromo-4-chlorothieno[2,3-d]pyrimidine), [OH-].[NH4+] (ammonium hydroxide). Conditions: temperature 90 celsius, time 8 hour. The product is BrC1=CSC=2N=CN=C(C21)N (5-bromothieno[2,3-d]pyrimidin-4-amine). Yield: 86.3%. As a reaction SMILES: [Br:1][C:2]1[C:10]2[C:9](Cl)=[N:8][CH:7]=[N:6][C:5]=2[S:4][CH:3]=1.[OH-].[NH4+:13]>>[Br:1][C:2]1[C:10]2[C:9]([NH2:13])=[N:8][CH:7]=[N:6][C:5]=2[S:4][CH:3]=1 |f:1.2|. Procedure: A suspension of 5-bromo-4-chlorothieno[2,3-d]pyrimidine (1 g, 4.01 mmol) in concentrated aqueous ammonium hydroxide (150 mL, 3852 mmol) was stirred overnight at 90° C. in a sealed vessel. The reaction was allowed to cool to room temperature and filtered. The white solid in the filter was air dried to afford 5-bromothieno[2,3-d]pyrimidin-4-amine (796 mg). LC/MS (ES) m/z=387.1 [M+H]+.